From a dataset of the Open Reaction Database (ORD), a public repository of structured organic reaction records. describe an organic reaction: reactants, conditions, products, and yield The reactants are Cl.COC=1C=CC(=C(C(=N)N)C1)OCCC (5-methoxy-2-n-propoxybenzamidine hydrochloride), O=C1C(=CN=C(N1)C1=C(C=CC=C1)OCC=C)C(=O)OCC (ethyl 1,6-dihydro-6-oxo-2-(2-allyloxyphenyl)pyrimidine-5-carboxylate). The product is O=C1C(=CN=C(N1)C1=C(C=CC(=C1)OC)OCCC)C(=O)OCC (Ethyl 1,6-dihydro-6-oxo-2-(5-methoxy-2-n-propoxyphenyl)-pyrimidine-5-carboxylate). As a reaction SMILES: Cl.[CH3:2][O:3][C:4]1[CH:5]=[CH:6][C:7]([O:13][CH2:14][CH2:15][CH3:16])=[C:8]([CH:12]=1)[C:9]([NH2:11])=[NH:10].[O:17]=[C:18]1NC(C2C=CC=CC=2OCC=C)=N[CH:20]=[C:19]1[C:34]([O:36][CH2:37][CH3:38])=[O:35]>>[O:17]=[C:18]1[NH:11][C:9]([C:8]2[CH:12]=[C:4]([O:3][CH3:2])[CH:5]=[CH:6][C:7]=2[O:13][CH2:14][CH2:15][CH3:16])=[N:10][CH:20]=[C:19]1[C:34]([O:36][CH2:37][CH3:38])=[O:35] |f:0.1|. Reported procedure: The title compound was prepared from 5-methoxy-2-n-propoxybenzamidine hydrochloride in a manner similar to that described for the preparation of ethyl 1,6-dihydro-6-oxo-2-(2-allyloxyphenyl)pyrimidine-5-carboxylate in Example 8. The product had m.p. 124°-126°. Reaction SMILES: [NH2:1][c:2]1[nH:3][c:4](=[O:19])[c:5]2[c:6]([n:7]1)[cH:8][cH:9][c:10](-[c:12]1[cH:13][cH:14][c:15]([F:18])[cH:16][cH:17]1)[n:11]2.[P:20]12(=[S:21])[S:22][P:23]3(=[S:33])[S:24][P:25](=[S:31])([S:26][P:27](=[S:30])([S:28]3)[S:29]1)[S:32]2.[cH:34]1[cH:35][cH:36][n:37][cH:38][cH:39]1>>[NH2:1][c:2]1[nH:3][c:4](=[S:21])[c:5]2[c:6]([n:7]1)[cH:8][cH:9][c:10](-[c:12]1[cH:13][cH:14][c:15]([F:18])[cH:16][cH:17]1)[n:11]2. Starting materials: Nc1nc2ccc(-c3ccc(F)cc3)nc2c(=O)[nH]1, S=P12SP3(=S)SP(=S)(S1)SP(=S)(S2)S3, c1ccncc1. Product: Nc1nc2ccc(-c3ccc(F)cc3)nc2c(=S)[nH]1. Starting materials: SCC(C(=O)N1[C@H](C(=O)N)CCC1)C (1-(3-mercapto-2-methylpropanoyl)-L-proline amide), C(C)OC([C@H]1N(CCC1)C(CCS)=O)=O (1-(3-mercaptopropanoyl)-L-proline ethyl ester). Yields the product CSCC(C(=O)N1[C@H](C(=O)N)CCC1)C (1-(3-methylthio-2-methylpropanoyl)-L-proline amide). As a reaction SMILES: [SH:1][CH2:2][CH:3]([CH3:14])[C:4]([N:6]1[CH2:13][CH2:12][CH2:11][C@H:7]1[C:8]([NH2:10])=[O:9])=[O:5].[CH2:15](OC(=O)[C@@H]1CCCN1C(=O)CCS)C>>[CH3:15][S:1][CH2:2][CH:3]([CH3:14])[C:4]([N:6]1[CH2:13][CH2:12][CH2:11][C@H:7]1[C:8]([NH2:10])=[O:9])=[O:5]. Reported procedure: By substituting 1-(3-mercapto-2-methylpropanoyl)-L-proline amide for the 1-(3-mercaptopropanoyl)-L-proline ethyl ester in the Procedure B of Example 80 and eliminating the saponification step, 1-(3-methylthio-2-methylpropanoyl)-L-proline amide is obtained. Reactants: C1(CCC(=O)O1)=O (succinic anhydride), C(CCCCCC)OC1=CC=CC=C1 (heptyloxybenzene), C(CCCCCC)C1=CC=CC=C1 (heptylbenzene). Product: C(CCCCCC)C1=CC=C(C(=O)CCC(=O)O)C=C1 (3-(4-heptylbenzoyl)propionic acid). The yield is 70.2%. As a reaction SMILES: [C:1]1(=[O:7])[O:6][C:4](=[O:5])[CH2:3][CH2:2]1.C(OC1C=CC=CC=1)CCCCCC.[CH2:22]([C:29]1[CH:34]=[CH:33][CH:32]=[CH:31][CH:30]=1)[CH2:23][CH2:24][CH2:25][CH2:26][CH2:27][CH3:28]>>[CH2:22]([C:29]1[CH:30]=[CH:31][C:32]([C:1]([CH2:2][CH2:3][C:4]([OH:6])=[O:5])=[O:7])=[CH:33][CH:34]=1)[CH2:23][CH2:24][CH2:25][CH2:26][CH2:27][CH3:28]. Reported procedure: The first step of Example 1 was repeated except that succinic anhydride (62.4 g) was replaced by 68.1 g thereof and heptyloxybenzene (100 g) was replaced by heptylbenzene (100 g), to obtain 3-(4-heptylbenzoyl)propionic acid (110 g). m.p.: 101.0°-103.5° C. Product: BrCC1=C(N=NC(=C1C)Cl)Cl (4-(bromomethyl)-3,6-dichloro-5-methylpyridazine). Reactants: ClC=1N=NC(=C(C1C)C)Cl (3,6-dichloro-4,5-dimethylpyridazine), BrN1C(CCC1=O)=O (N-bromosuccinimide), CC(C)(C#N)N=NC(C)(C)C#N (AIBN). As a reaction SMILES: [Cl:1][C:2]1[N:3]=[N:4][C:5]([Cl:10])=[C:6]([CH3:9])[C:7]=1[CH3:8].[Br:11]N1C(=O)CCC1=O.CC(N=NC(C#N)(C)C)(C#N)C>C(Cl)(Cl)(Cl)Cl>[Br:11][CH2:8][C:7]1[C:6]([CH3:9])=[C:5]([Cl:10])[N:4]=[N:3][C:2]=1[Cl:1]. Solvent: C(Cl)(Cl)(Cl)Cl (carbon tetrachloride). Procedure details: To a stirred solution of 3,6-dichloro-4,5-dimethylpyridazine (500 mg, 2.82 mmol) in carbon tetrachloride (10 mL) was added N-bromosuccinimide (503 mg, 2.82 mmol), and AIBN (2.3 mg, 0.014 mmol) in a round bottom flask equipped with condenser. The reaction was continuously irradiated with a 300 W light and refluxed for 5 h. The formed succimide was filtered and the filtrate was concentrated to afford 4-(bromomethyl)-3,6-dichloro-5-methylpyridazine as a brown solid. To a solution of 4-(bromomethyl)... The reactants are NC=1NC2=C(N1)C=CC=C2 (2-aminobenzimidazole), FC=1C=C(CBr)C=CC1F (3,4-difluorobenzyl bromide). Yields the product FC=1C=C(CN2C(N(C3=C2C=CC=C3)CC3=CC(=C(C=C3)F)F)=N)C=CC1F (1,3-Bis(3,4-difluorobenzyl)-1,3-dihydrobenzoimidazol-2-ylideneamine). As a reaction SMILES: [NH2:1][C:2]1[NH:3][C:4]2[CH:10]=[CH:9][CH:8]=[CH:7][C:5]=2[N:6]=1.[F:11][C:12]1[CH:13]=[C:14]([CH:17]=[CH:18][C:19]=1[F:20])[CH2:15]Br>>[F:11][C:12]1[CH:13]=[C:14]([CH:17]=[CH:18][C:19]=1[F:20])[CH2:15][N:3]1[C:4]2[CH:10]=[CH:9][CH:8]=[CH:7][C:5]=2[N:6]([CH2:15][C:14]2[CH:17]=[CH:18][C:19]([F:20])=[C:12]([F:11])[CH:13]=2)[C:2]1=[NH:1]. Procedure details: The title compound was prepared from 2-aminobenzimidazole and 3,4-difluorobenzyl bromide by Procedure A. The product was isolated by preparative LCMS to give the title compound as the free base (white solid, mp 114-117° C.). MS(ES+) m/z 387 ([M+1]+, 100). 1NMR (DMSO-d6) δ 5.08 (br s, 4H), 5.86 (br s, 1H), 6.72-6.96 (m, 4H), 7.05-7.22 (m, 2H), 7.35-7.45 (m, 4H). Starting materials: CN(C)C=O, [Cl-], CCOC(=O)Cl, [H-], [NH4+], [Na+], CC(=O)Nc1ccc(OCc2nc3ccccc3s2)cc1. Yields the product CCOC(=O)N(C(C)=O)c1ccc(OCc2nc3ccccc3s2)cc1. Reaction SMILES: [CH3:32][N:33]([CH3:34])[CH:35]=[O:36].[Cl-:30].[Cl:24][C:25](=[O:26])[O:27][CH2:28][CH3:29].[H-:1].[NH4+:31].[Na+:2].[s:3]1[c:4]([CH2:12][O:13][c:14]2[cH:15][cH:16][c:17]([NH:20][C:21]([CH3:22])=[O:23])[cH:18][cH:19]2)[n:5][c:6]2[c:7]1[cH:8][cH:9][cH:10][cH:11]2>>[s:3]1[c:4]([CH2:12][O:13][c:14]2[cH:15][cH:16][c:17]([N:20]([C:21]([CH3:22])=[O:23])[C:25](=[O:26])[O:27][CH2:28][CH3:29])[cH:18][cH:19]2)[n:5][c:6]2[c:7]1[cH:8][cH:9][cH:10][cH:11]2. The reactants are NCCCO (3-amino-1-propanol), FC1=NC=C(C=C1)C(F)(F)F (2-Fluoro-5-trifluoromethylpyridine), O (water). Run in C1CCOC1 (THF), CC(C)([O-])C.[K+] (potassium tert-butoxide), C1CCOC1 (THF), C1CCOC1 (THF). Conditions: temperature 0 celsius. Product: FC(C=1C=CC(=NC1)OCCCN)(F)F (3-[[5-(TRIFLUOROMETHYL)-2-PYRIDYL]OXY]-1-PROPANAMINE). Reaction SMILES: F[C:2]1[CH:7]=[CH:6][C:5]([C:8]([F:11])([F:10])[F:9])=[CH:4][N:3]=1.[NH2:12][CH2:13][CH2:14][CH2:15][OH:16].O>C1COCC1.CC(C)([O-])C.[K+]>[F:9][C:8]([F:11])([F:10])[C:5]1[CH:6]=[CH:7][C:2]([O:16][CH2:15][CH2:14][CH2:13][NH2:12])=[N:3][CH:4]=1 |f:4.5|. Procedure: 2-Fluoro-5-trifluoromethylpyridine (1.831 g, 11 mmol) was dissolved in anhydrous THF (15 mL) with stirring under nitrogen and cooled to 0° C. in an ice bath. To this was added dropwise over 30 minutes a solution of 3-amino-1-propanol (0.76 mL, 10 mmol) in anhydrous THF (15 mL) and 1M potassium tert-butoxide in THF (10 mL, 10 mmol). The yellow solution was allowed to stir and slowly warm to room temperature overnight. The reaction mixture was poured into water (75 mL) and extracted with ether (2×... Starting materials: ClC1=NC(=NC(=C1C=O)Cl)SC (4,6-dichloro-2-methylsulfanyl-pyrimidine-5-carbaldehyde), ClC1=C(N)C=CC=C1 (2-chloroaniline). The product is ClC1=NC(=NC(=C1C=O)NC1=C(C=CC=C1)Cl)SC (4-chloro-6-(2-chloro-phenylamino)-2-methylsulfanyl-pyrimidine-5-carbaldehyde). Reaction SMILES: Cl[C:2]1[C:7]([CH:8]=[O:9])=[C:6]([Cl:10])[N:5]=[C:4]([S:11][CH3:12])[N:3]=1.[Cl:13][C:14]1[CH:20]=[CH:19][CH:18]=[CH:17][C:15]=1[NH2:16]>>[Cl:10][C:6]1[C:7]([CH:8]=[O:9])=[C:2]([NH:16][C:15]2[CH:17]=[CH:18][CH:19]=[CH:20][C:14]=2[Cl:13])[N:3]=[C:4]([S:11][CH3:12])[N:5]=1. Procedure details: Prepared as described above in Example 1 starting from 4,6-dichloro-2-methylsulfanyl-pyrimidine-5-carbaldehyde and 2-chloroaniline to give the title compound 4-chloro-6-(2-chloro-phenylamino)-2-methylsulfanyl-pyrimidine-5-carbaldehyde. 1H-NMR: δ 2.55 (s, 3H), 7.17 (m, 1H), 7.29 (m, 2H), 7.44 (m, 1H), 10.37 (s, 1H), 11.49 (br s, 1H). LC MS (m/e)=315 (MH+).